From a dataset of the Open Reaction Database (ORD), a public repository of structured organic reaction records. describe an organic reaction: reactants, conditions, products, and yield Starting materials: ClC1=CC(=C(CN2N=C(C3=CC(=CC=C23)C=C2C(N=C(S2)SCC)=O)C#N)C=C1)C(F)(F)F (1-(4-Chloro-2-trifluoromethyl-benzyl)-5-(2-ethylsulfanyl-4-oxo-4H-thiazol-5-ylidenemethyl)-1H-indazole-3-carbonitrile), CN1C(CNCC1)(C)C (1,2,2-Trimethyl-piperazine). Product: ClC1=CC(=C(CN2N=C(C3=CC(=CC=C23)C=C2C(N=C(S2)N2CC(N(CC2)C)(C)C)=O)C#N)C=C1)C(F)(F)F (1-[4-Chloro-2-(trifluoromethyl)benzyl]-5-{[4-oxo-2-(3,3,4-trimethylpiperazin-1-yl)-1,3-thiazol-5(4H)-ylidene]methyl}-1H-indazole-3-carbonitrile). Reaction SMILES: [Cl:1][C:2]1[CH:29]=[CH:28][C:5]([CH2:6][N:7]2[C:15]3[C:10](=[CH:11][C:12]([CH:16]=[C:17]4[S:21][C:20](SCC)=[N:19][C:18]4=[O:25])=[CH:13][CH:14]=3)[C:9]([C:26]#[N:27])=[N:8]2)=[C:4]([C:30]([F:33])([F:32])[F:31])[CH:3]=1.[CH3:34][N:35]1[CH2:40][CH2:39][NH:38][CH2:37][C:36]1([CH3:42])[CH3:41]>>[Cl:1][C:2]1[CH:29]=[CH:28][C:5]([CH2:6][N:7]2[C:15]3[C:10](=[CH:11][C:12]([CH:16]=[C:17]4[S:21][C:20]([N:38]5[CH2:39][CH2:40][N:35]([CH3:34])[C:36]([CH3:42])([CH3:41])[CH2:37]5)=[N:19][C:18]4=[O:25])=[CH:13][CH:14]=3)[C:9]([C:26]#[N:27])=[N:8]2)=[C:4]([C:30]([F:33])([F:32])[F:31])[CH:3]=1. Reported procedure: 1-[4-Chloro-2-(trifluoromethyl)benzyl]-5-{[4-oxo-2-(3,3,4-trimethylpiperazin-1-yl)-1,3-thiazol-5(4H)-ylidene]methyl}-1H-indazole-3-carbonitrile was prepared from 1-(4-Chloro-2-trifluoromethyl-benzyl)-5-(2-ethylsulfanyl-4-oxo-4H-thiazol-5-ylidenemethyl)-1H-indazole-3-carbonitrile and 1,2,2-Trimethyl-piperazine following General Procedure C. The reactants are O=C([O-])O, CCOC(C)=O, ClCCl, [Na+], [Na+], [Na+], O=C(O)C(F)(F)F, O=S([O-])([O-])=S, O=C(c1cc2ccccc2s1)N1CCOC2(CCN(Cc3cccc(CCO)c3F)CC2)C1. As a reaction SMILES: [C:48](=[O:49])([OH:50])[O-:51].[CH3:56][CH2:57][O:58][C:59](=[O:60])[CH3:61].[Cl:53][CH2:54][Cl:55].[Na+:46].[Na+:47].[Na+:52].[OH:34][C:35]([C:36]([F:37])([F:38])[F:39])=[O:40].[S:41]([O-:42])([O-:43])(=[O:44])=[S:45].[s:1]1[c:2]2[c:3]([cH:4][c:5]1[C:6](=[O:7])[N:8]1[CH2:9][CH2:10][O:11][C:12]3([CH2:13]1)[CH2:14][CH2:15][N:16]([CH2:19][c:20]1[c:21]([F:29])[c:22]([CH2:26][CH2:27][OH:28])[cH:23][cH:24][cH:25]1)[CH2:17][CH2:18]3)[cH:30][cH:31][cH:32][cH:33]2>>[s:1]1[c:2]2[c:3]([cH:4][c:5]1[C:6](=[O:7])[N:8]1[CH2:9][CH2:10][O:11][C:12]3([CH2:13]1)[CH2:14][CH2:15][N:16]([CH2:19][c:20]1[c:21]([F:29])[c:22]([CH2:26][CH:27]=[O:28])[cH:23][cH:24][cH:25]1)[CH2:17][CH2:18]3)[cH:30][cH:31][cH:32][cH:33]2. Product: O=CCc1cccc(CN2CCC3(CC2)CN(C(=O)c2cc4ccccc4s2)CCO3)c1F. Procedure details: A 1 L round bottom flask was charged with carbazole (8.36 g, 50 mmol), methyl-2-bromobenzoate (15 g, 75 mmol), K2CO3 (7 g, 50 mmol), Na2SO4 (7.1 g, 50 mmol), Cu powder (0.3 g, 5 mmol), and nitrobenzene, and the mixture was reacted at 190° C. for 24 hours. After the reaction was completed, the resultant product was extracted with methylene chloride and water. The organic layer was dried with MgSO4, and purified by silica gel column (ethyl acetate:hexane=1:5) to give 12 g of a product (79.6%). The yield is 79.6%. The product is C1=CC=CC=2C3=CC=CC=C3N(C12)C1=C(C(=O)OC)C=CC=C1 (methyl 2-(9H-carbazol-9-yl)benzoate). Reactants: C1=CC=CC=2C3=CC=CC=C3NC12 (carbazole), COC(C1=C(C=CC=C1)Br)=O (methyl-2-bromobenzoate), C(=O)([O-])[O-].[K+].[K+] (K2CO3), [O-]S(=O)(=O)[O-].[Na+].[Na+] (Na2SO4), Cu, [N+](=O)([O-])C1=CC=CC=C1 (nitrobenzene). As a reaction SMILES: [CH:1]1[C:13]2[NH:12][C:11]3[C:6](=[CH:7][CH:8]=[CH:9][CH:10]=3)[C:5]=2[CH:4]=[CH:3][CH:2]=1.[CH3:14][O:15][C:16](=[O:24])[C:17]1[CH:22]=[CH:21][CH:20]=[CH:19][C:18]=1Br.C([O-])([O-])=O.[K+].[K+].[O-]S([O-])(=O)=O.[Na+].[Na+].[N+](C1C=CC=CC=1)([O-])=O>>[CH:10]1[C:11]2[N:12]([C:18]3[CH:19]=[CH:20][CH:21]=[CH:22][C:17]=3[C:16]([O:15][CH3:14])=[O:24])[C:13]3[C:5](=[CH:4][CH:3]=[CH:2][CH:1]=3)[C:6]=2[CH:7]=[CH:8][CH:9]=1 |f:2.3.4,5.6.7|. Starting materials: CC(C)C[AlH]CC(C)C (DIBALH), COC1=C(C(=C(C(=C1C)C)OC)C)C/C=C(/CCCC#N)\C ((E)-7-(2,5-dimethoxy-3,4,6-trimethylphenyl)-5-methylhept-5-enenitrile), C1(=CC=CC=C1)C (toluene), OS(=O)(=O)O (H2SO4), C1(=CC=CC=C1)C (toluene). The solvent is O (H2O), CC(C)(C)OC (MTBE). Conditions: temperature 0 celsius, time 1 hour. The product is COC1=C(C(=C(C(=C1C)C)OC)C)C/C=C(/CCCC=O)\C ((E)-7-(2,5-dimethoxy-3,4,6-trimethylphenyl)-5-methylhept-5-enal). RXN SMILES: [CH3:1][O:2][C:3]1[C:8]([CH3:9])=[C:7]([CH3:10])[C:6]([O:11][CH3:12])=[C:5]([CH3:13])[C:4]=1[CH2:14]/[CH:15]=[C:16](\[CH3:22])/[CH2:17][CH2:18][CH2:19][C:20]#N.C1(C)C=CC=CC=1.CC(C[AlH]CC(C)C)C.[OH:39]S(O)(=O)=O>CC(OC)(C)C.O>[CH3:1][O:2][C:3]1[C:8]([CH3:9])=[C:7]([CH3:10])[C:6]([O:11][CH3:12])=[C:5]([CH3:13])[C:4]=1[CH2:14]/[CH:15]=[C:16](\[CH3:22])/[CH2:17][CH2:18][CH2:19][CH:20]=[O:39]. Procedure details: (E)-7-(2,5-dimethoxy-3,4,6-trimethylphenyl)-5-methylhept-5-enenitrile (178 mg, 0.59 mmol) was dried azeotropically with toluene in vacuo (3×2 mL), redissolved into toluene (3 mL) and cooled to 0° C. DIBALH (1.0 M in heptane, 0.9 mmol) was added over 3 minutes dropwise. After 1 h, H2O (2 ml) and aqueous H2SO4 (6 mL 2.5 M) were added and the mixture let warm to room temperature for 2.5 h. MTBE (5 mL) was added, the layers separated and the aqueous phase extracted 3×5 mL MTBE. The combined organics... Product: CN1CCN(c2ccc(C(=O)Nc3n[nH]c4sc(C(=O)O)cc34)cc2)CC1, Cl. Starting materials: CN1CCN(c2ccc(C(=O)Nc3n[nH]c4sc(C(=O)OC(C)(C)C)cc34)cc2)CC1, Cl, C1COCCO1. As a reaction SMILES: [CH3:1][N:2]1[CH2:3][CH2:4][N:5]([c:8]2[cH:9][cH:10][c:11]([C:12](=[O:13])[NH:14][c:15]3[c:16]4[c:17]([nH:18][n:19]3)[s:20][c:21]([C:23](=[O:24])[O:25][C:26]([CH3:27])([CH3:28])[CH3:29])[cH:22]4)[cH:30][cH:31]2)[CH2:6][CH2:7]1.[ClH:32].[O:33]1[CH2:34][CH2:35][O:36][CH2:37][CH2:38]1>>[CH3:1][N:2]1[CH2:3][CH2:4][N:5]([c:8]2[cH:9][cH:10][c:11]([C:12](=[O:13])[NH:14][c:15]3[c:16]4[c:17]([nH:18][n:19]3)[s:20][c:21]([C:23](=[O:24])[OH:25])[cH:22]4)[cH:30][cH:31]2)[CH2:6][CH2:7]1.[ClH:32]. The reactants are CO, CCOC(=O)C(OCOc1ccc(-c2ccc(Cl)cc2)cc1)(C(F)(F)F)C(F)(F)F, [K+], [OH-], O. Product: O=C(O)C(OCOc1ccc(-c2ccc(Cl)cc2)cc1)(C(F)(F)F)C(F)(F)F. Reaction SMILES: [CH3:33][OH:34].[Cl:1][c:2]1[cH:3][cH:4][c:5](-[c:8]2[cH:9][cH:10][c:11]([O:12][CH2:13][O:14][C:15]([C:16](=[O:17])[O:18][CH2:19][CH3:20])([C:21]([F:22])([F:23])[F:24])[C:25]([F:26])([F:27])[F:28])[cH:29][cH:30]2)[cH:6][cH:7]1.[K+:32].[OH-:31].[OH2:35]>>[Cl:1][c:2]1[cH:3][cH:4][c:5](-[c:8]2[cH:9][cH:10][c:11]([O:12][CH2:13][O:14][C:15]([C:16](=[O:17])[OH:18])([C:21]([F:22])([F:23])[F:24])[C:25]([F:26])([F:27])[F:28])[cH:29][cH:30]2)[cH:6][cH:7]1. Starting materials: CC1(C)CN(Cc2ccccc2)CCC1=O, Fc1cc(Br)c2occc2c1. The product is CC1(C)CN(Cc2ccccc2)CCC1(O)c1cc(F)cc2ccoc12. RXN SMILES: [CH2:12]([c:13]1[cH:14][cH:15][cH:16][cH:17][cH:18]1)[N:19]1[CH2:20][C:21]([CH3:26])([CH3:27])[C:22](=[O:25])[CH2:23][CH2:24]1.[F:1][c:2]1[cH:3][c:4]([Br:11])[c:5]2[c:6]([cH:7][cH:8][o:9]2)[cH:10]1>>[F:1][c:2]1[cH:3][c:4]([C:22]2([OH:25])[C:21]([CH3:26])([CH3:27])[CH2:20][N:19]([CH2:12][c:13]3[cH:14][cH:15][cH:16][cH:17][cH:18]3)[CH2:24][CH2:23]2)[c:5]2[c:6]([cH:7][cH:8][o:9]2)[cH:10]1. The reactants are CCN, CCOC(=O)N1CCC2(CO2)C1. Product: CCNCC1(O)CCN(C(=O)OCC)C1. RXN SMILES: [CH3:13][CH2:14][NH2:15].[O:1]1[CH2:2][C:3]12[CH2:4][N:5]([C:8](=[O:9])[O:10][CH2:11][CH3:12])[CH2:6][CH2:7]2>>[OH:1][C:3]1([CH2:2][NH:15][CH2:14][CH3:13])[CH2:4][N:5]([C:8](=[O:9])[O:10][CH2:11][CH3:12])[CH2:6][CH2:7]1.